describe an organic reaction: reactants, conditions, products, and yield From a dataset of the Open Reaction Database (ORD), a public repository of structured organic reaction records. Starting materials: C(O)([O-])=O.[Na+] (sodium hydrogen carbonate), C(C)O (ethanol), C1(CCCCC1)C1=NN(C=2N=C(NC(C21)=O)C2=C(C=C(C=C2)N2CCNCCC2)OC)C (3-Cyclohexyl-6-[4-(1,4-diazepan-1-yl)-2-methoxyphenyl]-1-methyl-1,5-dihydro-4H-pyrazolo[3,4-d]pyrimidin-4-one), C=O (paraformaldehyde). The solvent is C(=O)O (formic acid). Product: C1(CCCCC1)C1=NN(C=2N=C(NC(C21)=O)C2=C(C=C(C=C2)N2CCN(CCC2)C)OC)C (3-Cyclohexyl-6-[2-methoxy-4-(4-methyl-1,4-diazepan-1-yl)phenyl]-1-methyl-1,5-dihydro-4H-pyrazolo[3,4-d]pyrimidin-4-one). The yield is 84.0%. Reaction SMILES: [CH2:1](O)C.[CH:4]1([C:10]2[C:18]3[C:17](=[O:19])[NH:16][C:15]([C:20]4[CH:25]=[CH:24][C:23]([N:26]5[CH2:32][CH2:31][CH2:30][NH:29][CH2:28][CH2:27]5)=[CH:22][C:21]=4[O:33][CH3:34])=[N:14][C:13]=3[N:12]([CH3:35])[N:11]=2)[CH2:9][CH2:8][CH2:7][CH2:6][CH2:5]1.C=O.C(=O)([O-])O.[Na+]>C(O)=O>[CH:4]1([C:10]2[C:18]3[C:17](=[O:19])[NH:16][C:15]([C:20]4[CH:25]=[CH:24][C:23]([N:26]5[CH2:32][CH2:31][CH2:30][N:29]([CH3:1])[CH2:28][CH2:27]5)=[CH:22][C:21]=4[O:33][CH3:34])=[N:14][C:13]=3[N:12]([CH3:35])[N:11]=2)[CH2:5][CH2:6][CH2:7][CH2:8][CH2:9]1 |f:3.4|. Procedure details: To a 2 ml ethanol/2 ml water mixed solution of 60 mg (0.14 mmol) of the compound obtained in Example 133, 30 mg of paraformaldehyde and 1 ml of formic acid were added, and the mixture was heated under reflux for 24 hours. Then, the reaction mixture was brought to room temperature, an aqueous solution of sodium hydrogen carbonate was added, and the mixture was extracted with dichloromethane. The organic layer was washed with water and a saturated aqueous solution of sodium chloride. After the was... Yields the product Cl.BrC1=CC=C(C(O)=N)C=C1 (4-bromobenzimidate hydrogen chloride). Solvent: C(C)O (ethanol). Reaction SMILES: S(Cl)([Cl:3])=[O:2].[Br:5][C:6]1[CH:13]=[CH:12][C:9]([C:10]#[N:11])=[CH:8][CH:7]=1.Cl>C(O)C>[ClH:3].[Br:5][C:6]1[CH:13]=[CH:12][C:9]([C:10](=[NH:11])[OH:2])=[CH:8][CH:7]=1 |f:4.5|. Starting materials: S(=O)(Cl)Cl (thionyl chloride), BrC1=CC=C(C#N)C=C1 (4-bromobenzonitrile), Cl (hydrogen chloride). Reported procedure: Compound [H], 4-bromobenzoic acid is chlorinated with thionyl chloride to yield compound [I], 4-bromobenzoic acid chloride. Compound [I] is reacted with aqueous ammonia to yield compound [J] 4-bromobenzoic acid amide. Compound [J] is dehydrated with thionyl chloride to yield compound [K], a 4-bromobenzonitrile. Compound [K] is reacted with gaseous hydrogen chloride in anhydrous ethanol to yield compound [L], 4-bromobenzimidate hydrogen chloride. In ethanol, compound [L] is reacted with gaseous a...